From a dataset of the Open Reaction Database (ORD), a public repository of structured organic reaction records. describe an organic reaction: reactants, conditions, products, and yield Yield: 85.0%. Reactants: 266, 1-(2-deoxy-4-thio-3,5-di-O-toluoyl-α-D-ribofuranosyl)uracil, [C@@H]1(C[C@H](O)[C@@H](CO)S1)N1C(=O)NC(=O)C=C1 (2'-deoxy-4'-thiouridine), 266, 266. As a reaction SMILES: [C@@H:1]1([N:9]2[CH:16]=[CH:15][C:13](=[O:14])[NH:12][C:10]2=[O:11])[S:8][C@H:5]([CH2:6][OH:7])[C@@H:3]([OH:4])[CH2:2]1>C(Cl)(Cl)Cl.CO>[C@H:1]1([N:9]2[CH:16]=[CH:15][C:13](=[O:14])[NH:12][C:10]2=[O:11])[S:8][C@H:5]([CH2:6][OH:7])[C@@H:3]([OH:4])[CH2:2]1 |f:1.2|. Product: [C@H]1(C[C@H](O)[C@H](S1)CO)N1C(=O)NC(=O)C=C1 (1-(2-deoxy-4-thio-α-D-ribofuranosyl)uracil). The solvent is C(Cl)(Cl)Cl.CO (CHCl3 MeOH). Procedure: A solution of 1-(2-deoxy-4-thio-3,5-di-O-toluoyl-β-D-ribofuranosyl)uracil (formula 15) (175 mg, 0.36 mmol) in anhydrous MeOH (30 mL) was stirred at room temperature with a freshly prepared solution of sodium methoxide (39 mg, 0.72 mmol) in MeOH (6.5 mL). A TLC aliquot at 2.5 hours showed complete reaction (CHCl3 -MeOH, 95:5). The solution was rendered neutral with Dowex 50W-X8 (H+) ion-exchange resin, the suspension filtered, and the resin was washed with MeOH. The filtrate was combined and evap... The reactants are C(=O)(Cl)Cl (phosgene), [K] (monopotassium), S(=O)(=O)(O)C1=C(C(=O)O)C=CC=C1 (o-sulfobenzoic acid), CN(C=O)C (dimethylformamide). Conditions: temperature 80 celsius. Run in C1(=CC=CC=C1)C (toluene). Reported procedure: Into a four necked flask equipped with a stirrer, a thermometer, a condenser and a phosgene inlet, were charged 24.0 g (0.1 mole) of the monopotassium salt of o-sulfobenzoic acid ##STR10## 150 ml of toluene and 0.22 g (0.003 mole) of dimethylformamide. The mixture was stirred at 80° C and 23 g of phosgene were introduced into the mixture over 4 hours. The reaction was continued by maintaining the temperature at 80° - 90° C under refluxing with stirring for 3 hours. After the reaction, nitrogen g... Yields the product S1(NC(C2=C1C=CC=C2)=O)(=O)=O (1.2 -benzoisothiazole-3-on 1.1-dioxide). Reaction SMILES: [K].[S:2]([C:6]1[CH:14]=[CH:13][CH:12]=[CH:11][C:7]=1[C:8](O)=[O:9])(O)(=[O:4])=[O:3].C[N:16](C)C=O.C(Cl)(Cl)=O>C1(C)C=CC=CC=1>[S:2]1(=[O:4])(=[O:3])[C:6]2[CH:14]=[CH:13][CH:12]=[CH:11][C:7]=2[C:8](=[O:9])[NH:16]1 |^1:0|. Reactants: CS(=O)(=O)O[C@H](CCCCN1C(=O)N(C=2N=C(NC2C1=O)CNC(=O)OC(C)(C)C)C)C ((S)-1-(5-methanesulfonyloxyhexyl)-8-(N-BOC-aminomethyl)-3-methylxanthine), [C-]#N.[K+] (potassium cyanide). Run in CS(=O)C (dimethylsulfoxide). Run at temperature 60 celsius, time 8 hour. The product is C(#N)[C@@H](CCCCN1C(=O)N(C=2N=C(NC2C1=O)CNC(=O)OC(C)(C)C)C)C ((R)-1-(5-cyanohexyl)-8-(N-BOC-aminomethyl)-3-methylxanthine). The yield is 61.8%. Reaction SMILES: CS(O[C@@H:6]([CH3:32])[CH2:7][CH2:8][CH2:9][CH2:10][N:11]1[C:20](=[O:21])[C:19]2[NH:18][C:17]([CH2:22][NH:23][C:24]([O:26][C:27]([CH3:30])([CH3:29])[CH3:28])=[O:25])=[N:16][C:15]=2[N:14]([CH3:31])[C:12]1=[O:13])(=O)=O.[C-:33]#[N:34].[K+]>CS(C)=O>[C:33]([C@H:6]([CH3:32])[CH2:7][CH2:8][CH2:9][CH2:10][N:11]1[C:20](=[O:21])[C:19]2[NH:18][C:17]([CH2:22][NH:23][C:24]([O:26][C:27]([CH3:30])([CH3:29])[CH3:28])=[O:25])=[N:16][C:15]=2[N:14]([CH3:31])[C:12]1=[O:13])#[N:34] |f:1.2|. Reported procedure: A suspension of (S)-1-(5-methanesulfonyloxyhexyl)-8-(N-BOC-aminomethyl)-3-methylxanthine (0.47 g, 1.0 mmol) and potassium cyanide (0.39 g, 6.0 mmol) in dimethylsulfoxide (8.0 ml) was stirred at 60° C. overnight. The reaction was quenched by addition of water (30 ml) and extracted with ethyl acetate (3×15 ml). The combined extracts were washed with water (2×15 ml), saturated aqueous sodium chloride solution (15 ml), dried over magnesium sulfate, and concentrated under reduced pressure. The crude ... Run at time 30 minute. Reaction SMILES: [Mg].II.C(Br)C.[CH3:7][N:8]1[CH2:13][CH2:12][CH:11](Cl)[CH2:10][CH2:9]1.[CH:15]12[C:27](=[O:28])[CH:19]3[C:20]4[CH:26]=[CH:25][CH:24]=[CH:23][C:21]=4[CH:22]1[CH:16]2[C:17]1[CH:32]=[CH:31][CH:30]=[CH:29][C:18]=13.[Cl-].[NH4+]>O1CCCC1>[OH:28][C:27]1([CH:11]2[CH2:12][CH2:13][N:8]([CH3:7])[CH2:9][CH2:10]2)[CH:19]2[C:18]3[CH:29]=[CH:30][CH:31]=[CH:32][C:17]=3[CH:16]3[CH:15]1[CH:22]3[C:21]1[CH:23]=[CH:24][CH:25]=[CH:26][C:20]=12 |f:5.6|. The product is OC1(C2C3C4=C(C1C1=C(C32)C=CC=C1)C=CC=C4)C4CCN(CC4)C (4-(11-hydroxy-1,1a,6,10b-tetrahydro-1,6-methano-dibenzo[a,e]cyclopropa[c]cyclohepten-11-yl)-1-methyl-piperidine). The reactants are [Mg] (magnesium), [Mg] (magnesium), CN1CCC(CC1)Cl (1-methyl-4-chloropiperidine), [Cl-].[NH4+] (ammonium chloride), II (iodine), C(C)Br (ethylbromide), C12C3C4=C(C(C5=C(C31)C=CC=C5)C2=O)C=CC=C4 (1,1a,6,10b-tetrahydro-1,6-methano-dibenzo[a,e]cyclopropa[c]cyclohepten-11-one). Run in O1CCCC1 (tetrahydrofuran), O1CCCC1 (tetrahydrofuran), O1CCCC1 (tetrahydrofuran). Reported procedure: In a reaction vessel, 1.95 g (0.08 mole) of magnesium chips under dry nitrogen is covered with 12 ml of abs. tetrahydrofuran, and corroded with a trace of iodine and 0.1 ml of ethylbromide. While stirring is maintained, 10.7 g (0.08 mole) of 1-methyl-4-chloropiperidine, dissolved in 30 ml of abs. tetrahydrofuran, is added dropwise at 60° in such a manner that the reaction mixture remains boiling. Refluxing is performed for a further 30 minutes until all the magnesium is dissolved. To this Grigna... The reactants are C(C)(C)(C)OC(=O)N1CC2=CC=C(C=C2CC1)C(C)=O (6-Acetyl-3,4-dihydro-1H-isoquinoline-2-carboxylic Acid Tert-Butyl Ester), [Br-].[Br-].[Br-].C(CCC)[N+](CCCC)(CCCC)CCCC.C(CCC)[N+](CCCC)(CCCC)CCCC.C(CCC)[N+](CCCC)(CCCC)CCCC (tetrabutylammonium-tribromide). Run in C1CCOC1 (THF), CO.C1CCOC1 (MeOH THF). Run at time 30 minute. Product: C(C)(C)(C)OC(=O)N1CC2=CC=C(C=C2CC1)C(CBr)=O (6-(2-Bromo-acetyl)-3,4-dihydro-1H-isoquinoline-2-carboxylic Acid Tert-Butyl Ester). Reaction SMILES: [C:1]([O:5][C:6]([N:8]1[CH2:17][CH2:16][C:15]2[C:10](=[CH:11][CH:12]=[C:13]([C:18](=[O:20])[CH3:19])[CH:14]=2)[CH2:9]1)=[O:7])([CH3:4])([CH3:3])[CH3:2].[Br-:21].[Br-].[Br-].C([N+](CCCC)(CCCC)CCCC)CCC.C([N+](CCCC)(CCCC)CCCC)CCC.C([N+](CCCC)(CCCC)CCCC)CCC>C1COCC1.CO.C1COCC1>[C:1]([O:5][C:6]([N:8]1[CH2:17][CH2:16][C:15]2[C:10](=[CH:11][CH:12]=[C:13]([C:18](=[O:20])[CH2:19][Br:21])[CH:14]=2)[CH2:9]1)=[O:7])([CH3:4])([CH3:2])[CH3:3] |f:1.2.3.4.5.6,8.9|. Procedure details: To 1.40 g (5.09 mmol) 6-acetyl-3,4-dihydro-1H-isoquinoline-2-carboxylic acid tert-butyl ester (preparation 29b) in 20 mL THF is added a solution of 2.45 g (5.09 mmol) tetrabutylammonium-tribromide in MeOH/THF at RT. The reaction mixture is stirred 30 min at RT and the solvent is evaporated. The residue is treated with water and 1 M aqueous HCl-solution and the aqueous phase is extracted with tert-butylmethylether. The organic phase is washed with water and 1 M aqueous HCl-solution, dried over Mg... Reported procedure: Analogously to Example 35c, 0.32 ml of ethyl 2(S)-trifluoromethanesulphonyloxypropionate and 0.734 g of tert-butyl 3-hydroxy-4-{4-[3-(2-methoxybenzyloxy)propoxy]phenyl}piperidine-1-carboxylate are reacted. The title compound is obtained as a colourless oil. Rf=0.19 (1:3 EtOAc-heptane); Rt=5.93. RXN SMILES: FC(F)(F)S([O:6][C@@H:7]([CH3:13])[C:8]([O:10][CH2:11][CH3:12])=[O:9])(=O)=O.O[CH:17]1[CH:22]([C:23]2[CH:28]=[CH:27][C:26]([O:29][CH2:30][CH2:31][CH2:32][O:33][CH2:34][C:35]3[CH:40]=[CH:39][CH:38]=[CH:37][C:36]=3[O:41][CH3:42])=[CH:25][CH:24]=2)[CH2:21][CH2:20][N:19]([C:43]([O:45][C:46]([CH3:49])([CH3:48])[CH3:47])=[O:44])[CH2:18]1>>[CH2:11]([O:10][C:8]([C@H:7]([O:6][CH:17]1[CH:22]([C:23]2[CH:24]=[CH:25][C:26]([O:29][CH2:30][CH2:31][CH2:32][O:33][CH2:34][C:35]3[CH:40]=[CH:39][CH:38]=[CH:37][C:36]=3[O:41][CH3:42])=[CH:27][CH:28]=2)[CH2:21][CH2:20][N:19]([C:43]([O:45][C:46]([CH3:49])([CH3:48])[CH3:47])=[O:44])[CH2:18]1)[CH3:13])=[O:9])[CH3:12]. Reactants: FC(S(=O)(=O)O[C@H](C(=O)OCC)C)(F)F (ethyl 2(S)-trifluoromethanesulphonyloxypropionate), OC1CN(CCC1C1=CC=C(C=C1)OCCCOCC1=C(C=CC=C1)OC)C(=O)OC(C)(C)C (tert-butyl 3-hydroxy-4-{4-[3-(2-methoxybenzyloxy)propoxy]phenyl}piperidine-1-carboxylate). Product: C(C)OC(=O)[C@@H](C)OC1CN(CCC1C1=CC=C(C=C1)OCCCOCC1=C(C=CC=C1)OC)C(=O)OC(C)(C)C (tert-Butyl 3-(1(R)-ethoxycarbonylethoxy)-4-{4-[3-(2-methoxybenzyloxy)propoxy]phenyl}piperidine-1-carboxylate).